Dataset: the Open Reaction Database (ORD), a public repository of structured organic reaction records. Task: describe an organic reaction: reactants, conditions, products, and yield Starting materials: C(C1=CC=CC=C1)N1CCC(=CC1)COC1=C(C=C(C=C1)Cl)I (1-benzyl-4-(4-chloro-2-iodo-phenoxymethyl)-1,2,3,6-tetrahydro-pyridine), CC(C)(C#N)N=NC(C)(C)C#N (AIBN), CCCC[SnH](CCCC)CCCC (Bu3SnH), CC(C)(C#N)N=NC(C)(C)C#N (AIBN), CCCC[SnH](CCCC)CCCC (Bu3SnH). The solvent is C1=CC=CC=C1 (benzene), C1=CC=CC=C1 (benzene). Yields the product C(C1=CC=CC=C1)N1CCC2(CC1)COC1=C2C=C(C=C1)Cl (2,3-dihydro-1′-benzyl-5-chlorospiro(benzofuran-3,4′-piperidine)), Cl (HCl). RXN SMILES: [CH2:1]([N:8]1[CH2:13][CH:12]=[C:11]([CH2:14][O:15][C:16]2[CH:21]=[CH:20][C:19]([Cl:22])=[CH:18][C:17]=2I)[CH2:10][CH2:9]1)[C:2]1[CH:7]=[CH:6][CH:5]=[CH:4][CH:3]=1.CC(N=NC(C#N)(C)C)(C#N)C.CCCC[SnH](CCCC)CCCC>C1C=CC=CC=1>[CH2:1]([N:8]1[CH2:13][CH2:12][C:11]2([C:17]3[CH:18]=[C:19]([Cl:22])[CH:20]=[CH:21][C:16]=3[O:15][CH2:14]2)[CH2:10][CH2:9]1)[C:2]1[CH:7]=[CH:6][CH:5]=[CH:4][CH:3]=1.[ClH:22]. Procedure: To a refluxing solution of 1-benzyl-4-(4-chloro-2-iodo-phenoxymethyl)-1,2,3,6-tetrahydro-pyridine 4c (26.7 g, 0.06 mol) and AIBN (0.05 g, 0.003 mol) in dry benzene was added a solution of Bu3SnH (40 g, 0.137 mol) in benzene (100 mL) over 1 h under nitrogen atmosphere. After addition, the mixture was refluxed for 3 hr and additional AIBN (0.5 g, 0.003 mol) and Bu3SnH (20 g, 0.68 mol) were added. After refluxing for 4 hr, the mixture was concentrated to dryness, and EtOAc (100 mL) and HCl (10%, 40... The reactants are F[B-](F)(F)F, Cn1c(C(=O)NC2CCCCC2C(=O)NC(C#N)CO)cc2ccccc21, C[O+](C)C, ClCCl. RXN SMILES: [B-:28]([F:29])([F:30])([F:31])[F:32].[C:1](#[N:2])[CH:3]([CH2:4][OH:5])[NH:6][C:7](=[O:8])[CH:9]1[CH:10]([NH:15][C:16](=[O:17])[c:18]2[n:19]([CH3:27])[c:20]3[cH:21][cH:22][cH:23][cH:24][c:25]3[cH:26]2)[CH2:11][CH2:12][CH2:13][CH2:14]1.[CH3:33][O+:34]([CH3:35])[CH3:36].[Cl:37][CH2:38][Cl:39]>>[C:1](#[N:2])[CH:3]([CH2:4][O:5][CH3:33])[NH:6][C:7](=[O:8])[CH:9]1[CH:10]([NH:15][C:16](=[O:17])[c:18]2[n:19]([CH3:27])[c:20]3[cH:21][cH:22][cH:23][cH:24][c:25]3[cH:26]2)[CH2:11][CH2:12][CH2:13][CH2:14]1. Product: COCC(C#N)NC(=O)C1CCCCC1NC(=O)c1cc2ccccc2n1C. Reactants: C(#N)CS(=O)(=O)N(C)C(C1=CC=CC=C1)C1=CC=CC=C1 (1-Cyano-N-diphenylmethyl-N-methylmethanesulfonamide), C(C1=CC=CC=C1)N1C=C(C2=CC(=CC=C12)Br)C[C@@H]1N(CCC1)C ((R)-1-benzyl-5-bromo-3-(1-methyl-2-pyrrolidinylmethyl)-1H-indole), O (water), [H-].[Na+] (sodium hydride). Reagents/catalysts: [Pd].C1(=CC=CC=C1)P(C1=CC=CC=C1)C1=CC=CC=C1.C1(=CC=CC=C1)P(C1=CC=CC=C1)C1=CC=CC=C1.C1(=CC=CC=C1)P(C1=CC=CC=C1)C1=CC=CC=C1.C1(=CC=CC=C1)P(C1=CC=CC=C1)C1=CC=CC=C1 (tetrakis(triphenylphosphine) palladium(0)). Solvent: C1(=CC=CC=C1)C (toluene), COCCOC (ethylene glycol dimethylether), C(C)O (ethanol), C1(=CC=CC=C1)C (toluene). Conditions: time 18 hour. Product: C(C1=CC=CC=C1)N1C=C(C2=CC(=CC=C12)C(S(=O)(=O)N(C)C(C1=CC=CC=C1)C1=CC=CC=C1)C#N)C[C@@H]1N(CCC1)C (1-[(R)-1-Benzyl-3-(1-methyl-2-pyrrolidinylmethyl)-1H-indol-5-yl]-1-cyano-N-diphenylmethyl-N-methylmethanesulfonamide). Isolated yield 70.2%. Reaction SMILES: [C:1]([CH2:3][S:4]([N:7]([CH:9]([C:16]1[CH:21]=[CH:20][CH:19]=[CH:18][CH:17]=1)[C:10]1[CH:15]=[CH:14][CH:13]=[CH:12][CH:11]=1)[CH3:8])(=[O:6])=[O:5])#[N:2].[H-].[Na+].[CH2:24]([N:31]1[C:39]2[C:34](=[CH:35][C:36](Br)=[CH:37][CH:38]=2)[C:33]([CH2:41][C@H:42]2[CH2:46][CH2:45][CH2:44][N:43]2[CH3:47])=[CH:32]1)[C:25]1[CH:30]=[CH:29][CH:28]=[CH:27][CH:26]=1.O>C1(C)C=CC=CC=1.COCCOC.C(O)C.[Pd].C1(P(C2C=CC=CC=2)C2C=CC=CC=2)C=CC=CC=1.C1(P(C2C=CC=CC=2)C2C=CC=CC=2)C=CC=CC=1.C1(P(C2C=CC=CC=2)C2C=CC=CC=2)C=CC=CC=1.C1(P(C2C=CC=CC=2)C2C=CC=CC=2)C=CC=CC=1>[CH2:24]([N:31]1[C:39]2[C:34](=[CH:35][C:36]([CH:3]([C:1]#[N:2])[S:4]([N:7]([CH:9]([C:16]3[CH:21]=[CH:20][CH:19]=[CH:18][CH:17]=3)[C:10]3[CH:11]=[CH:12][CH:13]=[CH:14][CH:15]=3)[CH3:8])(=[O:5])=[O:6])=[CH:37][CH:38]=2)[C:33]([CH2:41][C@H:42]2[CH2:46][CH2:45][CH2:44][N:43]2[CH3:47])=[CH:32]1)[C:25]1[CH:26]=[CH:27][CH:28]=[CH:29][CH:30]=1 |f:1.2,8.9.10.11.12|. Procedure details: To a stirred solution of 1-cyano-N-diphenylmethyl-N-methylmethanesulfonamide (from step (c), 18.79 g, 62.6 mmol) in a mixture of toluene (60 ml) and ethylene glycol dimethylether (20 ml) at 0-5° C. under a nitrogen atmosphere was added sodium hydride (60% dispersion in mineral oil) (4.6 g, 115 mmol) portionwise, maintaining the temperature below 5° C. Upon completion of the addition, the dark brown solution was warmed to ambient temperature over a 30 min period, before tetrakis(triphenylphosphin...